The task is: describe an organic reaction: reactants, conditions, products, and yield. This data is from the Open Reaction Database (ORD), a public repository of structured organic reaction records. Reactants: COC1=CC=C(C=C1)SCCCCOC=1C=CC2=C(C(OC(N2)=O)(C)C)C1 (6-[4-(4-methoxy-phenylmercapto)-butoxy]-4,4-dimethyl-4H-3,1-benzoxazin-2-one), OO (hydrogen peroxide). The product is COC1=CC=C(C=C1)S(=O)CCCCOC=1C=CC2=C(C(OC(N2)=O)(C)C)C1 (6-[4-(4-Methoxy-phenylsulfinyl)-butoxy]-4,4-dimethyl-4H-3,1-benzoxazin-2-one). As a reaction SMILES: [CH3:1][O:2][C:3]1[CH:8]=[CH:7][C:6]([S:9][CH2:10][CH2:11][CH2:12][CH2:13][O:14][C:15]2[CH:16]=[CH:17][C:18]3[NH:23][C:22](=[O:24])[O:21][C:20]([CH3:26])([CH3:25])[C:19]=3[CH:27]=2)=[CH:5][CH:4]=1.[OH:28]O>>[CH3:1][O:2][C:3]1[CH:4]=[CH:5][C:6]([S:9]([CH2:10][CH2:11][CH2:12][CH2:13][O:14][C:15]2[CH:16]=[CH:17][C:18]3[NH:23][C:22](=[O:24])[O:21][C:20]([CH3:25])([CH3:26])[C:19]=3[CH:27]=2)=[O:28])=[CH:7][CH:8]=1. Procedure details: Prepared analogously to Example 2 from 6-[4-(4-methoxy-phenylmercapto)-butoxy]-4,4-dimethyl-4H-3,1-benzoxazin-2-one and hydrogen peroxide. Starting materials: Clc1nc(N2CCOCC2)c2sc(CBr)cc2n1, O=C([O-])[O-], CS(=O)(=O)CCCN, CC#N, [K+], [K+]. The product is CS(=O)(=O)CCCNCc1cc2nc(Cl)nc(N3CCOCC3)c2s1. Reaction SMILES: [Br:1][CH2:2][c:3]1[cH:4][c:5]2[n:6][c:7]([Cl:18])[n:8][c:9]([N:12]3[CH2:13][CH2:14][O:15][CH2:16][CH2:17]3)[c:10]2[s:11]1.[C:27](=[O:28])([O-:29])[O-:30].[CH3:19][S:20](=[O:21])(=[O:22])[CH2:23][CH2:24][CH2:25][NH2:26].[CH3:33][C:34]#[N:35].[K+:31].[K+:32]>>[CH2:2]([c:3]1[cH:4][c:5]2[n:6][c:7]([Cl:18])[n:8][c:9]([N:12]3[CH2:13][CH2:14][O:15][CH2:16][CH2:17]3)[c:10]2[s:11]1)[NH:26][CH2:25][CH2:24][CH2:23][S:20]([CH3:19])(=[O:21])=[O:22]. Starting materials: O=C([O-])[O-], COCCOC, [Cs+], [Cs+], CN1CCN(C2CC(c3nc(I)c4c(N)nccn34)C2)CC1, O, CC1(C)OB(c2ccc3c(C(F)(F)F)cc(-c4ccccc4)nc3c2)OC1(C)C, c1ccc(P(c2ccccc2)(c2ccccc2)[Pd](P(c2ccccc2)(c2ccccc2)c2ccccc2)(P(c2ccccc2)(c2ccccc2)c2ccccc2)P(c2ccccc2)(c2ccccc2)c2ccccc2)cc1. Reaction SMILES: [C:52](=[O:53])([O-:54])[O-:55].[CH3:58][O:59][CH2:60][CH2:61][O:62][CH3:63].[Cs+:56].[Cs+:57].[I:1][c:2]1[n:3][c:4]([CH:12]2[CH2:13][CH:14]([N:16]3[CH2:17][CH2:18][N:19]([CH3:22])[CH2:20][CH2:21]3)[CH2:15]2)[n:5]2[c:6]1[c:7]([NH2:11])[n:8][cH:9][cH:10]2.[OH2:141].[c:23]1(-[c:29]2[n:30][c:31]3[cH:32][c:33]([B:43]4[O:44][C:45]([CH3:46])([CH3:47])[C:48]([CH3:49])([CH3:50])[O:51]4)[cH:34][cH:35][c:36]3[c:37]([C:39]([F:40])([F:41])[F:42])[cH:38]2)[cH:24][cH:25][cH:26][cH:27][cH:28]1.[cH:64]1[cH:65][cH:66][c:67]([P:68]([Pd:69]([P:70]([c:71]2[cH:72][cH:73][cH:74][cH:75][cH:76]2)([c:77]2[cH:78][cH:79][cH:80][cH:81][cH:82]2)[c:83]2[cH:84][cH:85][cH:86][cH:87][cH:88]2)([P:89]([c:90]2[cH:91][cH:92][cH:93][cH:94][cH:95]2)([c:96]2[cH:97][cH:98][cH:99][cH:100][cH:101]2)[c:102]2[cH:103][cH:104][cH:105][cH:106][cH:107]2)[P:108]([c:109]2[cH:110][cH:111][cH:112][cH:113][cH:114]2)([c:115]2[cH:116][cH:117][cH:118][cH:119][cH:120]2)[c:121]2[cH:122][cH:123][cH:124][cH:125][cH:126]2)([c:127]2[cH:128][cH:129][cH:130][cH:131][cH:132]2)[c:133]2[cH:134][cH:135][cH:136][cH:137][cH:138]2)[cH:139][cH:140]1>>[c:2]1(-[c:33]2[cH:32][c:31]3[n:30][c:29](-[c:23]4[cH:24][cH:25][cH:26][cH:27][cH:28]4)[cH:38][c:37]([C:39]([F:40])([F:41])[F:42])[c:36]3[cH:35][cH:34]2)[n:3][c:4]([CH:12]2[CH2:13][CH:14]([N:16]3[CH2:17][CH2:18][N:19]([CH3:22])[CH2:20][CH2:21]3)[CH2:15]2)[n:5]2[c:6]1[c:7]([NH2:11])[n:8][cH:9][cH:10]2. Product: CN1CCN(C2CC(c3nc(-c4ccc5c(C(F)(F)F)cc(-c6ccccc6)nc5c4)c4c(N)nccn34)C2)CC1. Run at time 25 minute. The product is C(#N)C1=CNC2=CC=C(C=C12)CCNC(=O)OCC=C (3-cyano-5-(2-[allyloxy-carbonyl-amino]-ethyl)indole). RXN SMILES: [NH2:1][CH2:2][CH2:3][C:4]1[CH:5]=[C:6]2[C:10](=[CH:11][CH:12]=1)[NH:9][CH:8]=[C:7]2[C:13]#[N:14].[CH:15](N(CC)C(C)C)([CH3:17])[CH3:16].[C:24](=O)([O-:38])[O:25]N1C2C=CC=C(CC=C)C=2N=N1>C(Cl)Cl.C1COCC1>[C:13]([C:7]1[C:6]2[C:10](=[CH:11][CH:12]=[C:4]([CH2:3][CH2:2][NH:1][C:24]([O:38][CH2:16][CH:15]=[CH2:17])=[O:25])[CH:5]=2)[NH:9][CH:8]=1)#[N:14] |f:3.4|. Procedure details: To a suspension of 5-(2-amino-ethyl)3-cyano-indole (reference example 2) (925 mg, 5 mmol) in CH2Cl2/THF (20 mL, 1/1) is added N,N-diisopropylethylamine (869 mL, 5 mmol) followed by allyl-1-benzotriazolyl carbonate (1.096 g, 5 mmol). The resulting mixture is stirred for 25 minutes then concentrated. The residue is purified by flash chromatography (eluting with 7% MeOH in CH2Cl2) to give 1.27 g of product as a white solid. 1H NMR (CDCl3) d 2.92 (t, J=7 Hz, 2H), 3.50 (q, J=7 Hz, 2H), 4.53 (d, J=5 H... The yield is 94.3%. Starting materials: C(C)(C)N(C(C)C)CC (N,N-diisopropylethylamine), NCCC=1C=C2C(=CNC2=CC1)C#N (5-(2-amino-ethyl)3-cyano-indole), C(ON1N=NC2=C1C=CC=C2CC=C)([O-])=O (allyl-1-benzotriazolyl carbonate). Solvent: C(Cl)Cl.C1CCOC1 (CH2Cl2 THF). Starting materials: NC1=C(COC=2C=3N(C=CC2)C(=C(N3)C)CC#C)C(=CC=C1)C (8-(2-amino-6-methylbenzyloxy)-2-methyl-3-(2-propynyl)imidazo[1,2-a]pyridine), C(C1=CC=CC=C1)(=O)N=C=S (benzoyl isothiocyanate). Solvent: ClCCl (dichloromethane). Conditions: time 1 hour. The product is C(C1=CC=CC=C1)(=O)NC(NC1=C(COC=2C=3N(C=CC2)C(=C(N3)C)CC#C)C(=CC=C1)C)=S (8-{2-[3-(benzoyl)thioureido]-6-methylbenzyloxy}-2-methyl-3-(2-propynyl)imidazo[1,2-a]pyridine). As a reaction SMILES: [NH2:1][C:2]1[CH:22]=[CH:21][CH:20]=[C:19]([CH3:23])[C:3]=1[CH2:4][O:5][C:6]1[C:7]2[N:8]([C:12]([CH2:16][C:17]#[CH:18])=[C:13]([CH3:15])[N:14]=2)[CH:9]=[CH:10][CH:11]=1.[C:24]([N:32]=[C:33]=[S:34])(=[O:31])[C:25]1[CH:30]=[CH:29][CH:28]=[CH:27][CH:26]=1>ClCCl>[C:24]([NH:32][C:33](=[S:34])[NH:1][C:2]1[CH:22]=[CH:21][CH:20]=[C:19]([CH3:23])[C:3]=1[CH2:4][O:5][C:6]1[C:7]2[N:8]([C:12]([CH2:16][C:17]#[CH:18])=[C:13]([CH3:15])[N:14]=2)[CH:9]=[CH:10][CH:11]=1)(=[O:31])[C:25]1[CH:30]=[CH:29][CH:28]=[CH:27][CH:26]=1. Procedure: To a solution of 8-(2-amino-6-methylbenzyloxy)-2-methyl-3-(2-propynyl)imidazo[1,2-a]pyridine (9.3 g) in dichloromethane (140 ml) was added dropwise benzoyl isothiocyanate and the mixture was stirred for 1 hour. The solvent was evaporated under reduced pressure and the residue was triturated with ether (50 ml) to give a crystalline product. The crystals were recrystallized from ethanol to give 8-{2-[3-(benzoyl)thioureido]-6-methylbenzyloxy}-2-methyl-3-(2-propynyl)imidazo[1,2-a]pyridine (11.7 g). The product is C(C)(=O)C1=C(C(=C(OCCCOC=2C=CC3=C(C=C(O3)C(=O)O)C2CC=C)C=C1)CCC)O.[Na] (Sodium 5-[3-(4-acetyl-3-hydroxy-2-propylphenoxy)propoxy]-4-(prop-2-enyl)benzofuran-2-carboxylic acid). Reported procedure: The acid of step (c) was converted to the sodium salt by the method of Example 1f. Reaction SMILES: [C:1]([C:4]1[CH:29]=[CH:28][C:7]([O:8][CH2:9][CH2:10][CH2:11][O:12][C:13]2[CH:14]=[CH:15][C:16]3[O:20][C:19]([C:21]([OH:23])=[O:22])=[CH:18][C:17]=3[C:24]=2[CH2:25][CH:26]=[CH2:27])=[C:6]([CH2:30][CH2:31][CH3:32])[C:5]=1[OH:33])(=[O:3])[CH3:2].[Na:34]>>[C:1]([C:4]1[CH:29]=[CH:28][C:7]([O:8][CH2:9][CH2:10][CH2:11][O:12][C:13]2[CH:14]=[CH:15][C:16]3[O:20][C:19]([C:21]([OH:23])=[O:22])=[CH:18][C:17]=3[C:24]=2[CH2:25][CH:26]=[CH2:27])=[C:6]([CH2:30][CH2:31][CH3:32])[C:5]=1[OH:33])(=[O:3])[CH3:2].[Na:34] |f:2.3,^1:33,67|. Starting materials: C(C)(=O)C1=C(C(=C(OCCCOC=2C=CC3=C(C=C(O3)C(=O)O)C2CC=C)C=C1)CCC)O (5-[3-(4-Acetyl-3-hydroxy-2-propylphenoxy)propoxy]-4-(prop-2-enyl)benzofuran-2-carboxylic acid), [Na] (sodium). Starting materials: C(C)OC(=O)C=1N=CC2=CC(=CC=C2C1O)OC1=CC(=C(C=C1)Cl)F (7-(4-chloro-3-fluoro-phenoxy)-4-hydroxy-isoquinoline-3-carboxylic acid ethyl ester), C(C)(C)(C)OC(C(CN)(C)C)=O (3-amino-2,2-dimethyl-propionic acid tert-butyl ester). The solvent is CCO (EtOH). Product: C(C)(C)(C)OC(C(CNC(=O)C=1N=CC2=CC(=CC=C2C1O)OC1=CC(=C(C=C1)Cl)F)(C)C)=O (3-{[7-(4-Chloro-3-fluoro-phenoxy)-4-hydroxy-isoquinoline-3-carbonyl]amino}-2,2-dimethyl-propionic acid tert-butyl ester). Yield: 59.2%. RXN SMILES: C(O[C:4]([C:6]1[N:7]=[CH:8][C:9]2[C:14]([C:15]=1[OH:16])=[CH:13][CH:12]=[C:11]([O:17][C:18]1[CH:23]=[CH:22][C:21]([Cl:24])=[C:20]([F:25])[CH:19]=1)[CH:10]=2)=[O:5])C.[C:26]([O:30][C:31](=[O:37])[C:32]([CH3:36])([CH3:35])[CH2:33][NH2:34])([CH3:29])([CH3:28])[CH3:27]>CCO>[C:26]([O:30][C:31](=[O:37])[C:32]([CH3:36])([CH3:35])[CH2:33][NH:34][C:4]([C:6]1[N:7]=[CH:8][C:9]2[C:14]([C:15]=1[OH:16])=[CH:13][CH:12]=[C:11]([O:17][C:18]1[CH:23]=[CH:22][C:21]([Cl:24])=[C:20]([F:25])[CH:19]=1)[CH:10]=2)=[O:5])([CH3:29])([CH3:27])[CH3:28]. Reported procedure: A mixture of 7-(4-chloro-3-fluoro-phenoxy)-4-hydroxy-isoquinoline-3-carboxylic acid ethyl ester (45 mg) and 3-amino-2,2-dimethyl-propionic acid tert-butyl ester (65 mg) in EtOH (0.5 mL) was microwaved at 145° C. for 3 h. The mixture was cooled, concentrated and the residue was column purified to give the desired product (36 mg). LC MS ESI+: 489 (M+1)+. The reactants are CCOC(=O)c1c(CCl)nc2cc(OC)c(OC)cc2c1-c1ccc(OC)c(OC)c1, CCc1ncc[nH]1, CN(C)C=O, [H-], [Na+], O. The product is CCOC(=O)c1c(Cn2ccnc2CC)nc2cc(OC)c(OC)cc2c1-c1ccc(OC)c(OC)c1. RXN SMILES: [CH2:10]([CH3:11])[O:12][C:13](=[O:14])[c:15]1[c:16]([CH2:39][Cl:40])[n:17][c:18]2[cH:19][c:20]([O:37][CH3:38])[c:21]([O:35][CH3:36])[cH:22][c:23]2[c:24]1-[c:25]1[cH:26][c:27]([O:33][CH3:34])[c:28]([O:31][CH3:32])[cH:29][cH:30]1.[CH2:3]([CH3:4])[c:5]1[nH:6][cH:7][cH:8][n:9]1.[CH3:42][N:43]([CH3:44])[CH:45]=[O:46].[H-:1].[Na+:2].[OH2:41]>>[CH2:3]([CH3:4])[c:5]1[n:6]([CH2:39][c:16]2[c:15]([C:13]([O:12][CH2:10][CH3:11])=[O:14])[c:24](-[c:25]3[cH:26][c:27]([O:33][CH3:34])[c:28]([O:31][CH3:32])[cH:29][cH:30]3)[c:23]3[c:18]([n:17]2)[cH:19][c:20]([O:37][CH3:38])[c:21]([O:35][CH3:36])[cH:22]3)[cH:7][cH:8][n:9]1. Reactants: O=C1C[C@H]2OC(=CN12)C=C ((5R)-7-Oxo-3-vinyl-4-oxa-1-azabicyclo[3.2.0] hept-2-ene), SCCO (2-mercaptoethanol), C(C1=CC=CC=C1)(=O)OOC(C1=CC=CC=C1)=O (benzoyl peroxide). The solvent is O1CCCC1 (tetrahydrofuran), C(C)(=O)OCC (ethyl acetate). Product: OCCSC\C=C/1\CN2C(C[C@H]2O1)=O ((Z)-(5R)-3-[2-(2-Hydroxyethylthio)ethylidene]-4-oxa-1-azabicyclo[3.2.0]heptan-7-one), gum. RXN SMILES: [O:1]=[C:2]1[N:8]2[C@H:4]([O:5][C:6]([CH:9]=[CH2:10])=[CH:7]2)[CH2:3]1.[SH:11][CH2:12][CH2:13][OH:14].C(OOC(=O)C1C=CC=CC=1)(=O)C1C=CC=CC=1>O1CCCC1.C(OCC)(=O)C>[OH:14][CH2:13][CH2:12][S:11][CH2:10]/[CH:9]=[C:6]1/[CH2:7][N:8]2[C@H:4]([O:5]/1)[CH2:3][C:2]2=[O:1]. Procedure details: (5R)-7-Oxo-3-vinyl-4-oxa-1-azabicyclo[3.2.0] hept-2-ene (2.5 mmole) in dry tetrahydrofuran (20 ml) was treated with 2-mercaptoethanol (0.4 ml) and benzoyl peroxide (10 mg). The resulting mixture was stirred under dry nitrogen while being irradiated using a 200 W bulb placed 1" from the reaction vessel for a total time of 14 hours. The mixture was diluted with ethyl acetate (100 ml) and was washed with saturated sodium bicarbonate solution and saturated brine. The solution was dried (magnesium su...